Dataset: the Open Reaction Database (ORD), a public repository of structured organic reaction records. Task: describe an organic reaction: reactants, conditions, products, and yield Reactants: BrCC=CC (1-bromo-but-2-en), C(C(C)=C)Cl (methallylchloride). The product is C\C=C\CC#CCCCCC ((E)-undec-2-en-5-yne). RXN SMILES: Br[CH2:2][CH:3]=[CH:4][CH3:5].C(Cl)[C:7](=[CH2:9])[CH3:8]>>[CH3:5]/[CH:4]=[CH:3]/[CH2:2][C:2]#[C:3][CH2:4][CH2:5][CH2:8][CH2:7][CH3:9]. Procedure details: Obtained in 74% yield (as a 92:8 E/Z mixture) from 1-heptyn using 1-bromo-but-2-en and using methallylchloride according to the procedure described under a). The reactants are CI, CSC(N)=[NH+]CCSCc1nc[nH]c1C, CSC(N)=[NH+]CCSCc1nc[nH]c1C, CSC(N)=[NH+]CCSCc1nc[nH]c1C, CO, [I-], [I-], NCCCc1c[nH]cn1, O=S(=O)([O-])[O-], O, O=S(=O)([O-])[O-]. Yields the product Cc1[nH]cnc1CSCCNC(=N)NCCCc1c[nH]cn1. RXN SMILES: [CH3:1][I:2].[CH3:30][S:31][C:32]([NH2:33])=[NH+:34][CH2:35][CH2:36][S:37][CH2:38][c:39]1[n:40][cH:41][nH:42][c:43]1[CH3:44].[CH3:45][S:46][C:47]([NH2:48])=[NH+:49][CH2:50][CH2:51][S:52][CH2:53][c:54]1[n:55][cH:56][nH:57][c:58]1[CH3:59].[CH3:4][S:5][C:6](=[NH+:7][CH2:8][CH2:9][S:10][CH2:11][c:12]1[n:13][cH:14][nH:15][c:16]1[CH3:17])[NH2:18].[CH3:69][OH:70].[I-:19].[I-:3].[NH2:60][CH2:61][CH2:62][CH2:63][c:64]1[n:65][cH:66][nH:67][cH:68]1.[O-:20][S:21](=[O:22])(=[O:23])[O-:24].[OH2:71].[S:25]([O-:26])([O-:27])(=[O:28])=[O:29]>>[C:6]([NH:7][CH2:8][CH2:9][S:10][CH2:11][c:12]1[n:13][cH:14][nH:15][c:16]1[CH3:17])(=[NH:18])[NH:60][CH2:61][CH2:62][CH2:63][c:64]1[n:65][cH:66][nH:67][cH:68]1. The reactants are FC(C1=CC(NC2=CC=3CCCN(C3C=C21)CC(F)(F)F)=O)(F)F (4-Trifluoromethyl-6-(2,2,2-trifluoroethyl)-6,7,8,9-tetrahydropyrido[2,3-g]quinolin-2(1H)-one), C(CC)=O (propionaldehyde). Product: FC(C1=CC(NC2=CC=3CCCN(C3C=C21)CCC)=O)(F)F (4-Trifluoromethyl-6-propyl-6,7,8,9-tetrahydropyrido[2,3-g]quinolin-2(1H)-one). RXN SMILES: [F:1][C:2]([F:24])([F:23])[C:3]1[C:16]2[C:7](=[CH:8][C:9]3[CH2:10][CH2:11][CH2:12][N:13]([CH2:17][C:18](F)(F)F)[C:14]=3[CH:15]=2)[NH:6][C:5](=[O:22])[CH:4]=1.[CH:25](=O)CC>>[F:1][C:2]([F:24])([F:23])[C:3]1[C:16]2[C:7](=[CH:8][C:9]3[CH2:10][CH2:11][CH2:12][N:13]([CH2:17][CH2:18][CH3:25])[C:14]=3[CH:15]=2)[NH:6][C:5](=[O:22])[CH:4]=1. Procedure: This compound was prepared in a similar fashion as that described in Example 84 from Compound 192 (Structure 33 of Scheme VI, where R1═H, n=1) and propionaldehyde. 1H NMR (400 MHz, CDCl3) 11.23 (br. s, 1H), 7.07 (s, 1H), 6.99 (s, 1H), 6.78 (s, 1H), 3.34 (t, 2H, J=5.6), 3.26 (t, 2H, J=7.4), 2.88 (t, 2H, J=6.3), 1.97 (m, 2H), 1.65 (m, 2H), 0.97 (t, 3H, J=7.4). Reactants: O=S(=O)(Cl)c1ccc(Br)cc1, C1CCOC1, CC(C)(C)[O-], CCOC(C)=O, [K+], C1COCCOCCOCCOCCOCCO1, CCOC(=O)c1cc2ccccc2[nH]1. Product: CCOC(=O)c1cc2ccccc2n1S(=O)(=O)c1ccc(Br)cc1. As a reaction SMILES: [Br:39][c:40]1[cH:41][cH:42][c:43]([S:46](=[O:47])(=[O:48])[Cl:49])[cH:44][cH:45]1.[CH2:50]1[O:51][CH2:52][CH2:53][CH2:54]1.[CH3:1][C:2]([CH3:3])([O-:4])[CH3:5].[CH3:55][CH2:56][O:57][C:58](=[O:59])[CH3:60].[K+:6].[O:7]1[CH2:8][CH2:9][O:10][CH2:11][CH2:12][O:13][CH2:14][CH2:15][O:16][CH2:17][CH2:18][O:19][CH2:20][CH2:21][O:22][CH2:23][CH2:24]1.[nH:25]1[c:26]([C:34](=[O:35])[O:36][CH2:37][CH3:38])[cH:27][c:28]2[cH:29][cH:30][cH:31][cH:32][c:33]12>>[n:25]1([S:46]([c:43]2[cH:42][cH:41][c:40]([Br:39])[cH:45][cH:44]2)(=[O:47])=[O:48])[c:26]([C:34](=[O:35])[O:36][CH2:37][CH3:38])[cH:27][c:28]2[cH:29][cH:30][cH:31][cH:32][c:33]12. The reactants are C1(CC1)CSC1=NNC=N1 (3-cyclopropylmethylthio-1,2,4-triazole), C(C)N(C(=O)Cl)CC (diethylcarbamoyl chloride), O (Water), resultant mixture. Solvent: N1=CC=CC=C1 (pyridine). Conditions: time 10 hour. Yields the product C(C)N(C(=O)N1N=C(N=C1)SCC1CC1)CC (1-diethylcarbamoyl-3-cyclopropylmethylthio-1,2,4-triazole). The yield is 83.5%. Reaction SMILES: [CH:1]1([CH2:4][S:5][C:6]2[N:10]=[CH:9][NH:8][N:7]=2)[CH2:3][CH2:2]1.[CH2:11]([N:13]([CH2:17][CH3:18])[C:14](Cl)=[O:15])[CH3:12].O>N1C=CC=CC=1>[CH2:11]([N:13]([CH2:17][CH3:18])[C:14]([N:8]1[CH:9]=[N:10][C:6]([S:5][CH2:4][CH:1]2[CH2:3][CH2:2]2)=[N:7]1)=[O:15])[CH3:12]. Procedure details: To a solution of 3-cyclopropylmethylthio-1,2,4-triazole (3.8 g) in pyridine (30 ml), diethylcarbamoyl chloride (3.4 g) was added, and the resultant mixture was allowed to stand at room temperature for 10 hours. Water (250 ml) was added to the reaction mixture, which was then extracted with chloroform (150 ml) two times. The chloroform extract was washed with 1N hydrochloric acid (150 ml) two times and water (200 ml) one time, dried over magnesium sulfate, and concentrated under reduced pressure ... Reactants: C(C)(C)(C)NC1=C(C#N)C=CC(=C1)N1N=C(C2=C(C=CC=C12)N1C=NC(=C1)C=1C=NC=CC1)C(C)C (2-(Tert-butylamino)-4-(3-isopropyl-4-(4-(pyridin-3-yl)-1H-imidazol-1-yl)-1H-indazol-1-yl)benzonitrile), [OH-].[Na+] (sodium hydroxide), OO (hydrogen peroxide), O (water). Run in CS(=O)C (DMSO). Reaction conditions: time 10 minute. Product: C(C)(C)(C)NC1=C(C(=O)N)C=CC(=C1)N1N=C(C2=C(C=CC=C12)N1C=NC(=C1)C=1C=NC=CC1)C(C)C (2-(Tert-butylamino)-4-(3-isopropyl-4-(4-(pyridin-3-yl)-1H-imidazol-1-yl)-1H-indazol-1-yl)benzamide). The yield is 96.0%. RXN SMILES: [C:1]([NH:5][C:6]1[CH:13]=[C:12]([N:14]2[C:22]3[C:17](=[C:18]([N:23]4[CH:27]=[C:26]([C:28]5[CH:29]=[N:30][CH:31]=[CH:32][CH:33]=5)[N:25]=[CH:24]4)[CH:19]=[CH:20][CH:21]=3)[C:16]([CH:34]([CH3:36])[CH3:35])=[N:15]2)[CH:11]=[CH:10][C:7]=1[C:8]#[N:9])([CH3:4])([CH3:3])[CH3:2].[OH-:37].[Na+].OO.O>CS(C)=O>[C:1]([NH:5][C:6]1[CH:13]=[C:12]([N:14]2[C:22]3[C:17](=[C:18]([N:23]4[CH:27]=[C:26]([C:28]5[CH:29]=[N:30][CH:31]=[CH:32][CH:33]=5)[N:25]=[CH:24]4)[CH:19]=[CH:20][CH:21]=3)[C:16]([CH:34]([CH3:36])[CH3:35])=[N:15]2)[CH:11]=[CH:10][C:7]=1[C:8]([NH2:9])=[O:37])([CH3:4])([CH3:3])[CH3:2] |f:1.2|. Procedure: To a solution of compound (1b) in DMSO (4.41 mL) were added 4N aqueous sodium hydroxide solution (160 μL) and 30% aqueous hydrogen peroxide solution (60 μL), and the mixture was stirred at room temperature for 10 minutes. After completion of the reaction, water was poured into the reaction solution, and the precipitated solid was collected by filtration to obtain compound (1) (150 mg, yield 96%) as a white solid. The reactants are CCCCC(CC)C(=O)Cl, NC1=NC(=O)C2=CC=NC2=N1. The product is CCCCC(CC)C(=O)NC1=NC(=O)C2=CC=NC2=N1. As a reaction SMILES: [CH2:12]([CH3:13])[CH:14]([C:15](=[O:16])[Cl:17])[CH2:18][CH2:19][CH2:20][CH3:21].[NH2:1][C:2]1=[N:3][C:4](=[O:11])[C:5]2=[CH:10][CH:9]=[N:8][C:6]2=[N:7]1>>[NH:1]([C:2]1=[N:3][C:4](=[O:11])[C:5]2=[CH:10][CH:9]=[N:8][C:6]2=[N:7]1)[C:15]([CH:14]([CH2:12][CH3:13])[CH2:18][CH2:19][CH2:20][CH3:21])=[O:16].